From a dataset of the Open Reaction Database (ORD), a public repository of structured organic reaction records. describe an organic reaction: reactants, conditions, products, and yield Reactants: C(C)OC(=O)C=1C(=NC(=NC1C)SC)C1=CC(=CC=C1)Cl (4-(3-chlorophenyl)-6-methyl-2-(methylthio)-5-pyrimidinecarboxylic acid ethylester), O.[OH-].[Li+] (lithium hydroxide monohydrate). The solvent is C1CCOC1 (THF), O (water), C(C)(=O)OCC (ethyl acetate), O (water). Reaction conditions: temperature 50 celsius, time 12 hour. Yields the product ClC=1C=C(C=CC1)C1=NC(=NC(=C1C(=O)O)C)SC (4-(3-chlorophenyl)-6-methyl-2-(methylthio)-5-pyrimidinecarboxylic acid). Reaction SMILES: C([O:3][C:4]([C:6]1[C:7]([C:15]2[CH:20]=[CH:19][CH:18]=[C:17]([Cl:21])[CH:16]=2)=[N:8][C:9]([S:13][CH3:14])=[N:10][C:11]=1[CH3:12])=[O:5])C.O.[OH-].[Li+]>C1COCC1.O.C(OCC)(=O)C>[Cl:21][C:17]1[CH:16]=[C:15]([C:7]2[C:6]([C:4]([OH:5])=[O:3])=[C:11]([CH3:12])[N:10]=[C:9]([S:13][CH3:14])[N:8]=2)[CH:20]=[CH:19][CH:18]=1 |f:1.2.3|. Procedure: 1.44 g (4.47 mmol) of 4-(3-chlorophenyl)-6-methyl-2-(methylthio)-5-pyrimidinecarboxylic acid ethylester was dissolved in 10 ml of THF and 5 ml of water. 225 mg (5.36 mmol) of lithium hydroxide monohydrate was added and stirred at 50° C. for 12 hours. 10 ml of water was added thereto and the organic layer was batched off. The obtained aqueous layer was diluted with ethyl acetate and washed with 5 ml of 3 N hydrochloric acid and then with 5 ml of saturated aqueous sodium chloride solution. The org... The yield is 96.0%. RXN SMILES: [N+](=[CH:3][C:4]([CH:6]([CH2:18][CH2:19][CH2:20][CH:21]([O:27][C:28](=[O:30])[CH3:29])[CH2:22][CH2:23][CH2:24][CH2:25][CH3:26])[CH2:7][CH2:8][CH2:9][CH2:10][CH2:11][CH2:12][C:13]([O:15][CH2:16][CH3:17])=[O:14])=[O:5])=[N-].S(=O)(=O)(O)[OH:32]>O1CCOCC1.O>[C:4]([CH:6]([CH2:18][CH2:19][CH2:20][CH:21]([O:27][C:28](=[O:30])[CH3:29])[CH2:22][CH2:23][CH2:24][CH2:25][CH3:26])[CH2:7][CH2:8][CH2:9][CH2:10][CH2:11][CH2:12][C:13]([O:15][CH2:16][CH3:17])=[O:14])(=[O:5])[CH2:3][OH:32]. Product: C(CO)(=O)C(CCCCCCC(=O)OCC)CCCC(CCCCC)OC(C)=O (Ethyl 8-Glycoloyl-12-acetoxyheptadecanoate). Procedure details: A clear, yellow solution of ethyl 8-diazoacetyl-12-acetoxyheptadecanoate (8.4 g., 0.02 mole) in dioxane (50 ml.) is vigorously stirred at 20° and treated with 2N sulfuric acid (30 ml.) added dropwise over 5 minutes. The resulting turbid solution is warmed to and maintained at 65° for 30 minutes. The reaction solution is cooled to 20°, diluted with water to a total volume of one liter and extracted with ether (5 × 200 ml.). The organic extract is washed with water (2 × 200 ml.), 5% aqueous sodium... Reactants: [N+](=[N-])=CC(=O)C(CCCCCCC(=O)OCC)CCCC(CCCCC)OC(C)=O (ethyl 8-diazoacetyl-12-acetoxyheptadecanoate), S(O)(O)(=O)=O (sulfuric acid). The solvent is O1CCOCC1 (dioxane), O (water).